describe an organic reaction: reactants, conditions, products, and yield From a dataset of the Open Reaction Database (ORD), a public repository of structured organic reaction records. Reactants: COCCN(CCOC)C(=O)CN1CCNCC1, CCOc1cc(C(C)(C)C#N)c(Cl)cc1C1=NC(c2ccc(Cl)cc2)C(c2ccc(Cl)cc2)N1C(=O)Cl. Yields the product CCOc1cc(C(C)(C)C#N)c(Cl)cc1C1=NC(c2ccc(Cl)cc2)C(c2ccc(Cl)cc2)N1C(=O)N1CCN(CC(=O)N(CCOC)CCOC)CC1. Reaction SMILES: [CH3:38][O:39][CH2:40][CH2:41][N:42]([C:43]([CH2:44][N:45]1[CH2:46][CH2:47][NH:48][CH2:49][CH2:50]1)=[O:51])[CH2:52][CH2:53][O:54][CH3:55].[Cl:1][c:2]1[c:3]([C:33]([CH3:34])([CH3:35])[C:36]#[N:37])[cH:4][c:5]([O:30][CH2:31][CH3:32])[c:6]([C:8]2=[N:12][CH:11]([c:13]3[cH:14][cH:15][c:16]([Cl:19])[cH:17][cH:18]3)[CH:10]([c:20]3[cH:21][cH:22][c:23]([Cl:26])[cH:24][cH:25]3)[N:9]2[C:27](=[O:28])[Cl:29])[cH:7]1>>[Cl:1][c:2]1[c:3]([C:33]([CH3:34])([CH3:35])[C:36]#[N:37])[cH:4][c:5]([O:30][CH2:31][CH3:32])[c:6]([C:8]2=[N:12][CH:11]([c:13]3[cH:14][cH:15][c:16]([Cl:19])[cH:17][cH:18]3)[CH:10]([c:20]3[cH:21][cH:22][c:23]([Cl:26])[cH:24][cH:25]3)[N:9]2[C:27](=[O:28])[N:48]2[CH2:47][CH2:46][N:45]([CH2:44][C:43]([N:42]([CH2:41][CH2:40][O:39][CH3:38])[CH2:52][CH2:53][O:54][CH3:55])=[O:51])[CH2:50][CH2:49]2)[cH:7]1.